Dataset: the Open Reaction Database (ORD), a public repository of structured organic reaction records. Task: describe an organic reaction: reactants, conditions, products, and yield The reactants are CC(=O)[O-], CCO, Cc1nn(C)c(Cl)c1C(=O)Nc1ccccc1, [Na+]. Yields the product Cc1nn(C)cc1C(=O)Nc1ccccc1. Reaction SMILES: [CH3:19][C:20](=[O:21])[O-:22].[CH3:23][CH2:24][OH:25].[Cl:1][c:2]1[c:3]([C:9](=[O:10])[NH:11][c:12]2[cH:13][cH:14][cH:15][cH:16][cH:17]2)[c:4]([CH3:8])[n:5][n:6]1[CH3:7].[Na+:18]>>[cH:2]1[c:3]([C:9](=[O:10])[NH:11][c:12]2[cH:13][cH:14][cH:15][cH:16][cH:17]2)[c:4]([CH3:8])[n:5][n:6]1[CH3:7]. Reactants: CC1NCCCC1C1=CC=CC=C1 (2-methyl-3-phenylpiperidine), CN(C)C(=[N+](C)C)ON1C2=C(C=CC=C2)N=N1.[B-](F)(F)(F)F (TBTU), CCN(C(C)C)C(C)C (DIEA), C1(CC1)COC1=C(C=CC(=N1)C(=O)O)N1CC(C1)(F)F (6-cyclopropylmethoxy-5-(3,3-difluoro-azetidin-1-yl)-pyridine-2-carboxylic acid). Product: C1(CC1)COC1=C(C=CC(=N1)C(=O)N1C(C(CCC1)C1=CC=CC=C1)C)N1CC(C1)(F)F ([6-Cyclopropylmethoxy-5-(3,3-difluoro-azetidin-1-yl)-pyridin-2-yl]-(2-methyl-3-phenyl-piperidin-1-yl)-methanone). Reaction SMILES: [CH:1]1([CH2:4][O:5][C:6]2[N:11]=[C:10]([C:12]([OH:14])=O)[CH:9]=[CH:8][C:7]=2[N:15]2[CH2:18][C:17]([F:20])([F:19])[CH2:16]2)[CH2:3][CH2:2]1.[CH3:21][CH:22]1[CH:27]([C:28]2[CH:33]=[CH:32][CH:31]=[CH:30][CH:29]=2)[CH2:26][CH2:25][CH2:24][NH:23]1.CN(C(ON1N=NC2C=CC=CC1=2)=[N+](C)C)C.[B-](F)(F)(F)F.CCN(C(C)C)C(C)C>>[CH:1]1([CH2:4][O:5][C:6]2[N:11]=[C:10]([C:12]([N:23]3[CH2:24][CH2:25][CH2:26][CH:27]([C:28]4[CH:33]=[CH:32][CH:31]=[CH:30][CH:29]=4)[CH:22]3[CH3:21])=[O:14])[CH:9]=[CH:8][C:7]=2[N:15]2[CH2:18][C:17]([F:20])([F:19])[CH2:16]2)[CH2:2][CH2:3]1 |f:2.3|. Reported procedure: In analogy to the procedure described in Example 47 b), 6-cyclopropylmethoxy-5-(3,3-difluoro-azetidin-1-yl)-pyridine-2-carboxylic acid (Example 1 b)) was reacted with 2-methyl-3-phenylpiperidine (70769-67-4) in the presence of TBTU and DIEA to obtain the title compound as colorless oil; MS (EI): m/e=442.5 [MH+]. The reactants are CC(=O)Cl, O=c1cc(O)c(Cl)c[nH]1, c1ccncc1. The product is CC(=O)Oc1cc(=O)[nH]cc1Cl. Reaction SMILES: [CH3:10][C:11]([Cl:12])=[O:13].[Cl:1][c:2]1[c:3]([OH:9])[cH:4][c:5](=[O:8])[nH:6][cH:7]1.[cH:14]1[cH:15][cH:16][n:17][cH:18][cH:19]1>>[Cl:1][c:2]1[c:3]([O:9][C:11]([CH3:10])=[O:13])[cH:4][c:5](=[O:8])[nH:6][cH:7]1. The reactants are FC1=C(C=CC(=C1)F)NC(=O)C1=C(CCCC1)C(=O)[O-].C[NH+](C)C (trimethylammonium 2-(2,4-difluorophenylaminocarbonyl)-1-cyclohexene-1-carboxylate), [OH-].[Li+] (lithium hydroxide). Yields the product FC1=C(C=CC(=C1)F)NC(=O)C1=C(CCCC1)C(=O)[O-].[Li+] (lithium 2-(2,4 -difluorophenylaminocarbonyl)-1-cyclohexene-1-carboxylate). As a reaction SMILES: [F:1][C:2]1[CH:7]=[C:6]([F:8])[CH:5]=[CH:4][C:3]=1[NH:9][C:10]([C:12]1[CH2:17][CH2:16][CH2:15][CH2:14][C:13]=1[C:18]([O-:20])=[O:19])=[O:11].C[NH+](C)C.[OH-].[Li+:26]>>[F:1][C:2]1[CH:7]=[C:6]([F:8])[CH:5]=[CH:4][C:3]=1[NH:9][C:10]([C:12]1[CH2:17][CH2:16][CH2:15][CH2:14][C:13]=1[C:18]([O-:20])=[O:19])=[O:11].[Li+:26] |f:0.1,2.3,4.5|. Procedure details: Six parts of trimethylammonium 2-(2,4-difluorophenylaminocarbonyl)-1-cyclohexene-1-carboxylate were dissolved in 10 parts of 2N lithium hydroxide solution. The solution was evaporated under reduced pressure of 20 mm Hg. at 50° C to 4.5 parts of lithium 2-(2,4-difluorophenylaminocarbonyl)-1-cyclohexene-1-carboxylate as a white solid melting 210°-225° C.